Dataset: the Open Reaction Database (ORD), a public repository of structured organic reaction records. Task: describe an organic reaction: reactants, conditions, products, and yield The reactants are N(=[N+]=[N-])CC[C@H](C1=CC=CC=C1)OC1=C(C#N)C=CC(=C1)C(F)(F)F (2-[[(1R)-3-azido-1-phenylpropyl]oxy]-4-(trifluoromethyl)benzonitrile), C1(=CC=CC=C1)P(C1=CC=CC=C1)C1=CC=CC=C1 (triphenylphosphine), O (water), oxalate salt, C(C(=O)O)(=O)O (oxalic acid). The solvent is O1CCCC1 (tetrahydrofuran), C(C)O (ethanol). Reaction conditions: time 24 hour. The product is C(C(=O)O)(=O)O.NCC[C@H](C1=CC=CC=C1)OC1=C(C#N)C=CC(=C1)C(F)(F)F (2-[[(1R)-3-Amino-1-phenylpropyl]oxy]-4-(trifluoromethyl)benzonitrile oxalate). The yield is 56.0%. RXN SMILES: [N:1]([CH2:4][CH2:5][C@@H:6]([O:13][C:14]1[CH:21]=[C:20]([C:22]([F:25])([F:24])[F:23])[CH:19]=[CH:18][C:15]=1[C:16]#[N:17])[C:7]1[CH:12]=[CH:11][CH:10]=[CH:9][CH:8]=1)=[N+]=[N-].C1(P(C2C=CC=CC=2)C2C=CC=CC=2)C=CC=CC=1.O.[C:46]([OH:51])(=[O:50])[C:47]([OH:49])=[O:48]>O1CCCC1.C(O)C>[C:46]([OH:51])(=[O:50])[C:47]([OH:49])=[O:48].[NH2:1][CH2:4][CH2:5][C@@H:6]([O:13][C:14]1[CH:21]=[C:20]([C:22]([F:23])([F:24])[F:25])[CH:19]=[CH:18][C:15]=1[C:16]#[N:17])[C:7]1[CH:8]=[CH:9][CH:10]=[CH:11][CH:12]=1 |f:6.7|. Procedure: A solution of 2-[[(1R)-3-azido-1-phenylpropyl]oxy]-4-(trifluoromethyl)benzonitrile (7.70 mg, 2.2 mmol) in tetrahydrofuran (50 ml) was treated with triphenylphosphine (1.5 eq.) and water (0.5 ml). The mixture was stirred at ambient temperature for 24 h then concentrated to an oil. The crude amine was purified on silica gel eluting with ethyl acetate, then 10% 7N ammonia in methanol/dichloromethane. The oil obtained was converted into an oxalate salt using 1 equivalent of oxalic acid in ethanol to... Product: Cl, N=C(N)Nc1ccc(N)c(N)c1. Reactants: CO, Cl, N=C(N)Nc1ccc(N)c([N+](=O)[O-])c1, C1CCOC1. As a reaction SMILES: [CH3:21][OH:22].[ClH:1].[NH2:2][c:3]1[c:4]([N+:13]([O-:14])=[O:15])[cH:5][c:6]([NH:9][C:10](=[NH:11])[NH2:12])[cH:7][cH:8]1.[O:16]1[CH2:17][CH2:18][CH2:19][CH2:20]1>>[ClH:1].[NH2:2][c:3]1[c:4]([NH2:13])[cH:5][c:6]([NH:9][C:10](=[NH:11])[NH2:12])[cH:7][cH:8]1. Starting materials: C1CCOC1, CC(C)[N-]C(C)C, CCCCCCC, CCc1ccccc1, CI, CN(C)P(=O)(N(C)C)N(C)C, O=C(O)Cc1ccccc1Cl, Cl, [Li+], O. Product: CC(C(=O)O)c1ccccc1Cl. Reaction SMILES: [CH2:39]1[O:40][CH2:41][CH2:42][CH2:43]1.[CH3:13][CH:14]([N-:15][CH:16]([CH3:17])[CH3:18])[CH3:19].[CH3:20][CH2:21][CH2:22][CH2:23][CH2:24][CH2:25][CH3:26].[CH3:27][CH2:28][c:29]1[cH:30][cH:31][cH:32][cH:33][cH:34]1.[CH3:35][I:36].[CH3:44][N:45]([CH3:46])[P:47]([N:48]([CH3:49])[CH3:50])([N:51]([CH3:52])[CH3:53])=[O:54].[Cl:1][c:2]1[c:3]([CH2:8][C:9](=[O:10])[OH:11])[cH:4][cH:5][cH:6][cH:7]1.[ClH:37].[Li+:12].[OH2:38]>>[Cl:1][c:2]1[c:3]([CH:8]([C:9](=[O:10])[OH:11])[CH3:13])[cH:4][cH:5][cH:6][cH:7]1.